From a dataset of the Open Reaction Database (ORD), a public repository of structured organic reaction records. describe an organic reaction: reactants, conditions, products, and yield Reactants: Cl.CNCCOC1=C(C=CC=C1)OC (N-methyl-2-(2-methoxyphenoxy) ethylamine hydrochloride), C1(=CC=CC=C1)C(NCCCBr)(C1=CC=CC=C1)C1=CC=CC=C1 (N-triphenylmethyl-3-bromopropylamine), C([O-])([O-])=O.[K+].[K+] (potassium carbonate), CN(C=O)C (N,N-dimethylformamide). The solvent is O (water). Conditions: temperature 90 celsius, time 15.5 hour. The product is COC1=C(OCCN(CCCNC(C2=CC=CC=C2)(C2=CC=CC=C2)C2=CC=CC=C2)C)C=CC=C1 (N-[2-(2-Methoxyphenoxy)ethyl]-N-methyl-N'-(triphenylmethyl)-1,3-propanediamine). As a reaction SMILES: Cl.[CH3:2][NH:3][CH2:4][CH2:5][O:6][C:7]1[CH:12]=[CH:11][CH:10]=[CH:9][C:8]=1[O:13][CH3:14].[C:15]1([C:21]([C:33]2[CH:38]=[CH:37][CH:36]=[CH:35][CH:34]=2)([C:27]2[CH:32]=[CH:31][CH:30]=[CH:29][CH:28]=2)[NH:22][CH2:23][CH2:24][CH2:25]Br)[CH:20]=[CH:19][CH:18]=[CH:17][CH:16]=1.C(=O)([O-])[O-].[K+].[K+].CN(C)C=O>O>[CH3:14][O:13][C:8]1[CH:9]=[CH:10][CH:11]=[CH:12][C:7]=1[O:6][CH2:5][CH2:4][N:3]([CH3:2])[CH2:25][CH2:24][CH2:23][NH:22][C:21]([C:33]1[CH:38]=[CH:37][CH:36]=[CH:35][CH:34]=1)([C:27]1[CH:32]=[CH:31][CH:30]=[CH:29][CH:28]=1)[C:15]1[CH:20]=[CH:19][CH:18]=[CH:17][CH:16]=1 |f:0.1,3.4.5|. Reported procedure: 8.05 g (0.0370 mol) of N-methyl-2-(2-methoxyphenoxy) ethylamine hydrochloride, 15.5 g (0. 0407 mol) of N-triphenylmethyl-3-bromopropylamine, (0.0925 mol) of potassium carbonate and 75 ml of N,N-dimethylformamide are introduced, under argon, into a 500 ml, three-necked, round-bottomed flask. The mixture is stirred for 15.5 h at 90° C. The reaction mixture is treated with a mixture of water and ice and extracted with ethyl acetate. The organic phase is washed with water, dried over sodium sulphate... Starting materials: NC1CC(OC2=CC=C(C=C12)C(=O)O)(C)C (4-amino-6-carboxy-2,2-dimethylchroman), S(O)(O)(=O)=O (sulfuric acid), C([O-])([O-])=O.[K+].[K+] (potassium carbonate). Run in CO (methanol). Product: NC1CC(OC2=CC=C(C=C12)C(=O)OC)(C)C (4-Amino-6-methoxycarbonyl-2,2-dimethylchroman). RXN SMILES: [NH2:1][CH:2]1[C:11]2[C:6](=[CH:7][CH:8]=[C:9]([C:12]([OH:14])=[O:13])[CH:10]=2)[O:5][C:4]([CH3:16])([CH3:15])[CH2:3]1.S(=O)(=O)(O)O.[C:22](=O)([O-])[O-].[K+].[K+]>CO>[NH2:1][CH:2]1[C:11]2[C:6](=[CH:7][CH:8]=[C:9]([C:12]([O:14][CH3:22])=[O:13])[CH:10]=2)[O:5][C:4]([CH3:16])([CH3:15])[CH2:3]1 |f:2.3.4|. Reported procedure: 0.05 mol of 4-amino-6-carboxy-2,2-dimethylchroman is treated with 9.5 ml of conc. sulfuric acid in 200 ml of methanol and the dark solution is heated to reflux for 6 hours. The reaction mixture is adjusted to pH 9 with ice cooling by addition in portions of saturated aqueous potassium carbonate solution and the precipitated salt is filtered off. The solvent is distilled off on a rotary evaporator, the oily residue is treated with water and the mixture is extracted several times with diethyl ethe... Reaction SMILES: [Cl:1][c:2]1[n:3][c:4]([S:21]([CH3:22])(=[O:23])=[O:24])[n:5][c:6]([N:10]2[CH2:11][CH2:12][c:13]3[c:14]([cH:17][cH:18][cH:19][cH:20]3)[CH2:15][CH2:16]2)[c:7]1[C:8]#[N:9].[H-:31].[Na+:32].[O:33]1[CH2:34][CH2:35][CH2:36][CH2:37]1.[OH:25][CH2:26][C:27]([F:28])([F:29])[F:30]>>[Cl:1][c:2]1[n:3][c:4]([O:25][CH2:26][C:27]([F:28])([F:29])[F:30])[n:5][c:6]([N:10]2[CH2:11][CH2:12][c:13]3[c:14]([cH:17][cH:18][cH:19][cH:20]3)[CH2:15][CH2:16]2)[c:7]1[C:8]#[N:9]. The reactants are CS(=O)(=O)c1nc(Cl)c(C#N)c(N2CCc3ccccc3CC2)n1, [H-], [Na+], C1CCOC1, OCC(F)(F)F. The product is N#Cc1c(Cl)nc(OCC(F)(F)F)nc1N1CCc2ccccc2CC1. Reactants: [C-]#N, CN1CCCN(C)C1=O, [Cu], Cc1nc2ccccc2n1-c1ccc(I)cc1, N, CC(=O)[O-], CC(=O)[O-], [Pd+2]. Yields the product Cc1nc2ccccc2n1-c1ccc(C#N)cc1. Reaction SMILES: [C-:1]#[N:2].[CH3:21][N:22]1[CH2:23][CH2:24][CH2:25][N:26]([CH3:27])[C:28]1=[O:29].[Cu:39].[I:3][c:4]1[cH:5][cH:6][c:7](-[n:10]2[c:11]([CH3:19])[n:12][c:13]3[c:14]2[cH:15][cH:16][cH:17][cH:18]3)[cH:8][cH:9]1.[NH3:20].[O-:31][C:32]([CH3:33])=[O:34].[O-:35][C:36]([CH3:37])=[O:38].[Pd+2:30]>>[C:1](#[N:2])[c:4]1[cH:5][cH:6][c:7](-[n:10]2[c:11]([CH3:19])[n:12][c:13]3[c:14]2[cH:15][cH:16][cH:17][cH:18]3)[cH:8][cH:9]1. Reactants: O=C1CCC(=O)N1Br, CCCCCCC, O=S(=O)(O)O, c1ccc2cnccc2c1. Product: Brc1cccc2cnccc12. Reaction SMILES: [Br:16][N:17]1[C:18](=[O:19])[CH2:20][CH2:21][C:22]1=[O:23].[CH3:24][CH2:25][CH2:26][CH2:27][CH2:28][CH2:29][CH3:30].[S:11](=[O:12])(=[O:13])([OH:14])[OH:15].[cH:1]1[cH:2][cH:3][c:4]2[cH:5][n:6][cH:7][cH:8][c:9]2[cH:10]1>>[cH:1]1[cH:2][cH:3][c:4]2[cH:5][n:6][cH:7][cH:8][c:9]2[c:10]1[Br:16]. Starting materials: CCOC(=O)CC(=O)OCC, O=C([O-])O, CC(=O)OC(C)=O, O=Cc1ccccc1[N+](=O)[O-], [Na+]. The product is CCOC(=O)C(=Cc1ccccc1[N+](=O)[O-])C(=O)OCC. Reaction SMILES: [C:12]([CH2:13][C:14](=[O:15])[O:16][CH2:17][CH3:18])(=[O:19])[O:20][CH2:21][CH3:22].[C:23](=[O:24])([O-:25])[OH:26].[CH3:28][C:29]([O:30][C:31](=[O:32])[CH3:33])=[O:34].[N+:1](=[O:2])([O-:3])[c:4]1[c:5]([CH:6]=[O:7])[cH:8][cH:9][cH:10][cH:11]1.[Na+:27]>>[N+:1](=[O:2])([O-:3])[c:4]1[c:5]([CH:6]=[C:13]([C:12](=[O:19])[O:20][CH2:21][CH3:22])[C:14](=[O:15])[O:16][CH2:17][CH3:18])[cH:8][cH:9][cH:10][cH:11]1. Starting materials: COC(C1=CC2=C(C=C1N)OCCO2)=O (6-amino-3,4-ethylenedioxybenzoic acid methyl ester), C(=O)N (formamide). Yields the product C1OC=2C=C3C(NC=NC3=CC2OC1)=O (6,7-ethylenedioxyquinazolin-4(3H)-one). As a reaction SMILES: C[O:2][C:3](=O)[C:4]1[C:9]([NH2:10])=[CH:8][C:7]2[O:11][CH2:12][CH2:13][O:14][C:6]=2[CH:5]=1.[CH:16]([NH2:18])=O>>[CH2:13]1[CH2:12][O:11][C:7]2[CH:8]=[C:9]3[C:4]([C:3](=[O:2])[NH:18][CH:16]=[N:10]3)=[CH:5][C:6]=2[O:14]1. Procedure details: A mixture of 2.0 g. of 6-amino-3,4-ethylenedioxybenzoic acid methyl ester and 6 ml. of 99% formamide is refluxed for 1.5 hours, then cooled, diluted with 5 ml. of water and the resulting precipitate filtered off, water washed and dried to obtain 6,7-ethylenedioxyquinazolin-4(3H)-one, m.p. 275° C.